Dataset: the Open Reaction Database (ORD), a public repository of structured organic reaction records. Task: describe an organic reaction: reactants, conditions, products, and yield The reactants are COCCOC=1C=C2C(=CC1OCCOC)N=CN=C2NC=3C=CC=C(C3)C#C.Cl (erlotinib hydrochloride), CO (methanol), C([O-])([O-])=O.[Na+].[Na+] (Sodium carbonate). The solvent is O (water). Conditions: temperature 27.5 celsius. The product is COCCOC1=C(C=C2C(=C1)C(=NC=N2)NC3=CC=CC(=C3)C#C)OCCOC (erlotinib base). Reaction SMILES: [CH3:1][O:2][CH2:3][CH2:4][O:5][C:6]1[CH:7]=[C:8]2[C:20]([NH:21][C:22]3[CH:23]=[CH:24][CH:25]=[C:26]([C:28]#[CH:29])[CH:27]=3)=[N:19][CH:18]=[N:17][C:9]2=[CH:10][C:11]=1[O:12][CH2:13][CH2:14][O:15][CH3:16].Cl.CO.C(=O)([O-])[O-].[Na+].[Na+]>O>[CH3:1][O:2][CH2:3][CH2:4][O:5][C:6]1[CH:7]=[C:8]2[C:20]([NH:21][C:22]3[CH:27]=[C:26]([C:28]#[CH:29])[CH:25]=[CH:24][CH:23]=3)=[N:19][CH:18]=[N:17][C:9]2=[CH:10][C:11]=1[O:12][CH2:13][CH2:14][O:15][CH3:16] |f:0.1,3.4.5|. Reported procedure: The wet cake of crude erlotinib hydrochloride was added to 500 ml (10 vol.) of methanol under stirring at 25-30° C. to obtain a suspension. Sodium carbonate (33.8 g, 0.3197 mol) was added to the mixture at 25-30° C. and stirred for one hour at 25-30° C. 500 ml (10 vol.) of water was added to the reaction mixture and stirred for one hour. The crude erlotinib base was isolated by filtration and suck dried before adding it to 250 ml (5 vol.) of water at 25-30° C. and stirred for 30 min. The erlotin...